From a dataset of the Open Reaction Database (ORD), a public repository of structured organic reaction records. describe an organic reaction: reactants, conditions, products, and yield Reactants: C(=O)([O-])[O-].[Na+].[Na+] (Na2CO3), ClC1=C(C=C(C(=O)NC2=C(C=CC=C2)OC)C=C1)B1OC(C(O1)(C)C)(C)C (4-chloro-N-(2-methoxy-phenyl)-3-(4,4,5,5-tetramethyl-[1,3,2]dioxaborolan-2-yl)-benzamide), BrC1=NC=C(C=C1Cl)Cl (2-bromo-3,5-dichloro-pyridine). Reagents/catalysts: C=1C=CC(=CC1)[P](C=2C=CC=CC2)(C=3C=CC=CC3)[Pd]([P](C=4C=CC=CC4)(C=5C=CC=CC5)C=6C=CC=CC6)([P](C=7C=CC=CC7)(C=8C=CC=CC8)C=9C=CC=CC9)[P](C=1C=CC=CC1)(C=1C=CC=CC1)C=1C=CC=CC1 (Pd(PPh3)4). Run in C1(=CC=CC=C1)C (toluene), CCO (EtOH), C(C)(=O)OCC (ethyl acetate). Run at temperature 100 celsius. Yields the product ClC1=C(C=C(C(=O)NC2=C(C=CC=C2)OC)C=C1)C1=NC=C(C=C1Cl)Cl (4-chloro-3-(3,5-dichloro-pyridin-2-yl)-N-(2-methoxy-phenyl)-benzamide). Isolated yield 67.1%. Reaction SMILES: C([O-])([O-])=O.[Na+].[Na+].[Cl:7][C:8]1[CH:24]=[CH:23][C:11]([C:12]([NH:14][C:15]2[CH:20]=[CH:19][CH:18]=[CH:17][C:16]=2[O:21][CH3:22])=[O:13])=[CH:10][C:9]=1B1OC(C)(C)C(C)(C)O1.Br[C:35]1[C:40]([Cl:41])=[CH:39][C:38]([Cl:42])=[CH:37][N:36]=1>C1(C)C=CC=CC=1.CCO.C(OCC)(=O)C.C1C=CC([P]([Pd]([P](C2C=CC=CC=2)(C2C=CC=CC=2)C2C=CC=CC=2)([P](C2C=CC=CC=2)(C2C=CC=CC=2)C2C=CC=CC=2)[P](C2C=CC=CC=2)(C2C=CC=CC=2)C2C=CC=CC=2)(C2C=CC=CC=2)C2C=CC=CC=2)=CC=1>[Cl:7][C:8]1[CH:24]=[CH:23][C:11]([C:12]([NH:14][C:15]2[CH:20]=[CH:19][CH:18]=[CH:17][C:16]=2[O:21][CH3:22])=[O:13])=[CH:10][C:9]=1[C:35]1[C:40]([Cl:41])=[CH:39][C:38]([Cl:42])=[CH:37][N:36]=1 |f:0.1.2,^1:62,64,83,102|. Reported procedure: A solution of 2N Na2CO3 (5.85 mL) and Pd(PPh3)4 (340 mg, 0.29 mmol) was added to a degassed mixture of 4-chloro-N-(2-methoxy-phenyl)-3-(4,4,5,5-tetramethyl-[1,3,2]dioxaborolan-2-yl)-benzamide (2.2 g, 5.85 mmol) and 2-bromo-3,5-dichloro-pyridine (1.47 g, 6.44 mmol) in toluene (30 mL) and EtOH (6 mL). The mixture was heated at 100° C. for 12 hrs. Upon cooling to room temperature, the mixture was diluted with ethyl acetate and washed with water and brine, and was dried over Na2SO4. After filtration... Reactants: O=C([O-])[O-], CCOC(=O)CCc1cn(Cc2ccc(O)c(OC)c2)nc1OCC, CN(C)C=O, Cl, [K+], [K+], O, ClCc1cccnc1. Product: CCOC(=O)CCc1cn(Cc2ccc(OCc3cccnc3)c(OC)c2)nc1OCC. RXN SMILES: [C:35](=[O:36])([O-:37])[O-:38].[CH2:1]([CH3:2])[O:3][c:4]1[n:5][n:6]([CH2:16][c:17]2[cH:18][c:19]([O:24][CH3:25])[c:20]([OH:23])[cH:21][cH:22]2)[cH:7][c:8]1[CH2:9][CH2:10][C:11](=[O:12])[O:13][CH2:14][CH3:15].[CH3:41][N:42]([CH3:43])[CH:44]=[O:45].[ClH:26].[K+:39].[K+:40].[OH2:46].[cH:27]1[c:28]([CH2:33][Cl:34])[cH:29][cH:30][cH:31][n:32]1>>[CH2:1]([CH3:2])[O:3][c:4]1[n:5][n:6]([CH2:16][c:17]2[cH:18][c:19]([O:24][CH3:25])[c:20]([O:23][CH2:33][c:28]3[cH:27][n:32][cH:31][cH:30][cH:29]3)[cH:21][cH:22]2)[cH:7][c:8]1[CH2:9][CH2:10][C:11](=[O:12])[O:13][CH2:14][CH3:15]. Starting materials: ClC1=NC=C(C(=C1)C)[N+](=O)[O-] (2-chloro-4-methyl-5-nitropyridine), [H-].[Na+] (sodium hydride), COCCO (ethylene glycol monomethyl ether), [H][H] (hydrogen). Run in O (water). The product is COCCOC1=NC=C(C(=C1)C)[N+](=O)[O-] (2-(2-Methoxyethoxy)-4-methyl-5-nitropyridine). Reaction SMILES: [H-].[Na+].[CH3:3][O:4][CH2:5][CH2:6][OH:7].[H][H].Cl[C:11]1[CH:16]=[C:15]([CH3:17])[C:14]([N+:18]([O-:20])=[O:19])=[CH:13][N:12]=1>O>[CH3:3][O:4][CH2:5][CH2:6][O:7][C:11]1[CH:16]=[C:15]([CH3:17])[C:14]([N+:18]([O-:20])=[O:19])=[CH:13][N:12]=1 |f:0.1|. Procedure details: 60 percent strength sodium hydride suspension was introduced into 10 ml of ethylene glycol monomethyl ether, and the mixture was stirred until the evolution of hydrogen had ceased. 516 mg of 2-chloro-4-methyl-5-nitropyridine are added, and the mixture is stirred at room temperature until the reaction has gone to completion. 20 ml of water are added, and the mixture is extracted with methyl tert-butyl ether. The organic phase is dried over sodium sulfate and the solvent is removed under reduced p... Starting materials: N#Cc1ccc(N=C=S)c(C(F)(F)F)c1, COC(=O)C(N)CC(C)C, NCCO, CC(C)CC(N)CO. Product: CC(C)CC1CSC(=Nc2ccc(C#N)cc2C(F)(F)F)N1. Reaction SMILES: [C:23](#[N:24])[c:25]1[cH:26][c:27]([C:34]([F:35])([F:36])[F:37])[c:28]([N:31]=[C:32]=[S:33])[cH:29][cH:30]1.[CH3:9][O:10][C:11](=[O:12])[CH:13]([CH2:14][CH:15]([CH3:16])[CH3:17])[NH2:18].[OH:19][CH2:20][CH2:21][NH2:22].[OH:1][CH2:2][CH:3]([CH2:4][CH:5]([CH3:6])[CH3:7])[NH2:8]>>[CH2:2]1[CH:3]([CH2:4][CH:5]([CH3:6])[CH3:7])[NH:8][C:32](=[N:31][c:28]2[c:27]([C:34]([F:35])([F:36])[F:37])[cH:26][c:25]([C:23]#[N:24])[cH:30][cH:29]2)[S:33]1.